Task: describe an organic reaction: reactants, conditions, products, and yield. Dataset: the Open Reaction Database (ORD), a public repository of structured organic reaction records Starting materials: O=C1CCC(=O)N1Br, O=C(OOC(=O)c1ccccc1)c1ccccc1, ClC(Cl)(Cl)Cl, COC(=O)c1cccc(F)c1C. Yields the product COC(=O)c1cccc(F)c1CBr. RXN SMILES: [Br:13][N:14]1[C:15](=[O:16])[CH2:17][CH2:18][C:19]1=[O:20].[C:21]([O:22][O:23][C:24](=[O:25])[c:26]1[cH:27][cH:28][cH:29][cH:30][cH:31]1)(=[O:32])[c:33]1[cH:34][cH:35][cH:36][cH:37][cH:38]1.[C:39]([Cl:40])([Cl:41])([Cl:42])[Cl:43].[CH3:1][O:2][C:3]([c:4]1[c:5]([CH3:11])[c:6]([F:10])[cH:7][cH:8][cH:9]1)=[O:12]>>[CH3:1][O:2][C:3]([c:4]1[c:5]([CH2:11][Br:13])[c:6]([F:10])[cH:7][cH:8][cH:9]1)=[O:12]. The reactants are N1C(=NC2=C1C=CC=C2)C(=O)C2=CC=C(C=C2)O ((1H-benzo[d]imidazol-2-yl)(4-hydroxyphenyl)methanone), FC1=NC=CN=C1C1CCN(CC1)CCF (2-fluoro-3-(1-(2-fluoroethyl)piperidin-4-yl)pyrazine), C([O-])([O-])=O.[Cs+].[Cs+] (cesium carbonate). Run in CS(=O)C (DMSO). Reaction conditions: temperature 80 celsius. The product is N1C(=NC2=C1C=CC=C2)C(=O)C2=CC=C(C=C2)OC2=NC=CN=C2C2CCN(CC2)CCF ((1H-BENZO[D]IMIDAZOL-2-YL)(4-(3-(1-(2-FLUOROETHYL)PIPERIDIN-4-YL)PYRAZIN-2-YLOXY)PHENYL)METHANONE). Reaction SMILES: [NH:1]1[C:5]2[CH:6]=[CH:7][CH:8]=[CH:9][C:4]=2[N:3]=[C:2]1[C:10]([C:12]1[CH:17]=[CH:16][C:15]([OH:18])=[CH:14][CH:13]=1)=[O:11].F[C:20]1[C:25]([CH:26]2[CH2:31][CH2:30][N:29]([CH2:32][CH2:33][F:34])[CH2:28][CH2:27]2)=[N:24][CH:23]=[CH:22][N:21]=1.C(=O)([O-])[O-].[Cs+].[Cs+]>CS(C)=O>[NH:1]1[C:5]2[CH:6]=[CH:7][CH:8]=[CH:9][C:4]=2[N:3]=[C:2]1[C:10]([C:12]1[CH:17]=[CH:16][C:15]([O:18][C:20]2[C:25]([CH:26]3[CH2:27][CH2:28][N:29]([CH2:32][CH2:33][F:34])[CH2:30][CH2:31]3)=[N:24][CH:23]=[CH:22][N:21]=2)=[CH:14][CH:13]=1)=[O:11] |f:2.3.4|. Procedure details: The mixture of (1H-benzo[d]imidazol-2-yl)(4-hydroxyphenyl)methanone (78 mg, 0.326 mmol), 2-fluoro-3-(1-(2-fluoroethyl)piperidin-4-yl)pyrazine (37 mg, 0.163 mmol), and cesium carbonate (106 mg, 0.326 mmol) in DMSO (0.5 mL) was heated at 80° C. for 20 h. The reaction mixture was partitioned between Teac and brine. The aqueous layer was back extracted with Teac (3×) and the combined organic layer was dried (Na2SO4) and concentrated. The crude material was purified by chromatography through a Redi-S... Starting materials: C(C)C=1C=C(SC1)CO ((4-ethyl-thiophen-2-yl)methanol), [H-].[Na+] (sodium hydride), ClC1=CC(C2C3CCC(C12)O3)=O (5-Chloro-10-oxa-tricyclo[5.2.1.0*2,6*]dec-4-en-3-one). The solvent is C1CCOC1 (THF). Conditions: time 3 hour. Product: C(C)C=1C=C(SC1)COC1=CC(C2C3CCC(C12)O3)=O (5-(4-ethyl-thiophen-2-ylmethoxy)-10-oxa-tricyclo[5.2.1.0*2,6*]dec-4-en-3-one). Yield: 88.7%. Reaction SMILES: [CH2:1]([C:3]1[CH:4]=[C:5]([CH2:8][OH:9])[S:6][CH:7]=1)[CH3:2].[H-].[Na+].Cl[C:13]1[CH:21]2[CH:16]([CH:17]3[O:22][CH:20]2[CH2:19][CH2:18]3)[C:15](=[O:23])[CH:14]=1>C1COCC1>[CH2:1]([C:3]1[CH:4]=[C:5]([CH2:8][O:9][C:13]2[CH:21]3[CH:16]([CH:17]4[O:22][CH:20]3[CH2:19][CH2:18]4)[C:15](=[O:23])[CH:14]=2)[S:6][CH:7]=1)[CH3:2] |f:1.2|. Procedure: To a solution of (4-ethyl-thiophen-2-yl)methanol (369 mg, 2 mmol) in THF (10 ml) is added sodium hydride, 60% dispersion in mineral oil, (88 mg, 2.2 mmol) in one portion and the reaction stirred at room temp for 3 hours. The resulting dark yellow solution is then cooled to 0° C., and 5-Chloro-10-oxa-tricyclo[5.2.1.0*2,6*]dec-4-en-3-one (341 mg, 2.4 mmol) is added and the resulting brown solution allowed to warm to ambient over 30 minutes, then stirred at room temp for 17 hours. Crude reaction is... RXN SMILES: [C:1]([O:5][C:6](=[O:11])[CH:7]=S(C)C)([CH3:4])([CH3:3])[CH3:2].[CH3:12][C:13](=[O:16])[CH:14]=[CH2:15]>ClCCl>[C:1]([O:5][C:6]([C@@H:7]1[CH2:15][C@H:14]1[C:13](=[O:16])[CH3:12])=[O:11])([CH3:4])([CH3:3])[CH3:2]. The reactants are C(C)(C)(C)OC(C=S(C)C)=O ((dimethyl-λ4-sulfanylidene)-acetic acid tert-butyl ester), CC(C=C)=O (but-3-en-2-one). Product: C(C)(C)(C)OC(=O)[C@H]1[C@@H](C1)C(C)=O ((1R,2R)-rel-2-acetyl-cyclopropanecarboxylic acid tert-butylester), oil. Procedure: A solution of (dimethyl-λ4-sulfanylidene)-acetic acid tert-butyl ester (6.3 g, 35.7 mmol) (CAS 195453-96-4; K. Saigo et al., J. Org. Chem. 2006, 71, 1633-1639) in dichloromethane (36 ml) was treated dropwise at 15° C. with but-3-en-2-one (2.64 g, 3.1 ml, 35.7 mmol) keeping the internal temperature below 27° C. The yellow mixture was stirred overnight at room temperature. For the workup, all volatiles were evaporated to give a yellow oil. The crude oil was purified by chromatography on silica gel... Conditions: time 8 hour. Solvent: ClCCl (dichloromethane). Yield: 83.0%.